From a dataset of the Open Reaction Database (ORD), a public repository of structured organic reaction records. describe an organic reaction: reactants, conditions, products, and yield Starting materials: OCCCNc1nc2cc(Br)ccc2n2ccnc12, O=C([O-])[O-], COCCOC, OB(O)c1ccccc1C(F)(F)F, [K+], [K+], O, c1ccc(P(c2ccccc2)(c2ccccc2)[Pd](P(c2ccccc2)(c2ccccc2)c2ccccc2)(P(c2ccccc2)(c2ccccc2)c2ccccc2)P(c2ccccc2)(c2ccccc2)c2ccccc2)cc1. Product: OCCCNc1nc2cc(-c3ccccc3C(F)(F)F)ccc2n2ccnc12. Reaction SMILES: [Br:1][c:2]1[cH:3][c:4]2[n:5][c:6]([NH:15][CH2:16][CH2:17][CH2:18][OH:19])[c:7]3[n:8]([c:9]2[cH:10][cH:11]1)[cH:12][cH:13][n:14]3.[C:33](=[O:34])([O-:35])[O-:36].[CH3:116][O:117][CH2:118][CH2:119][O:120][CH3:121].[F:20][C:21]([c:22]1[c:23]([B:28]([OH:29])[OH:30])[cH:24][cH:25][cH:26][cH:27]1)([F:31])[F:32].[K+:37].[K+:38].[OH2:122].[cH:39]1[cH:40][cH:41][c:42]([P:43]([Pd:44]([P:45]([c:46]2[cH:47][cH:48][cH:49][cH:50][cH:51]2)([c:52]2[cH:53][cH:54][cH:55][cH:56][cH:57]2)[c:58]2[cH:59][cH:60][cH:61][cH:62][cH:63]2)([P:64]([c:65]2[cH:66][cH:67][cH:68][cH:69][cH:70]2)([c:71]2[cH:72][cH:73][cH:74][cH:75][cH:76]2)[c:77]2[cH:78][cH:79][cH:80][cH:81][cH:82]2)[P:83]([c:84]2[cH:85][cH:86][cH:87][cH:88][cH:89]2)([c:90]2[cH:91][cH:92][cH:93][cH:94][cH:95]2)[c:96]2[cH:97][cH:98][cH:99][cH:100][cH:101]2)([c:102]2[cH:103][cH:104][cH:105][cH:106][cH:107]2)[c:108]2[cH:109][cH:110][cH:111][cH:112][cH:113]2)[cH:114][cH:115]1>>[c:2]1(-[c:23]2[c:22]([C:21]([F:20])([F:31])[F:32])[cH:27][cH:26][cH:25][cH:24]2)[cH:3][c:4]2[n:5][c:6]([NH:15][CH2:16][CH2:17][CH2:18][OH:19])[c:7]3[n:8]([c:9]2[cH:10][cH:11]1)[cH:12][cH:13][n:14]3. Reactants: O1CCCC1 (tetrahydrofuran), FC1=C(C(=O)Cl)C(=CC=C1)F (2,6-difluorobenzoyl chloride), O1CCCC1 (tetrahydrofuran), ClC(C(OC1=CC=C(OCCN)C=C1)(F)F)F (2-[4-(2-chloro-1,1,2-trifluoroethoxy)phenoxy]ethylamine). Run in C(C)N(CC)CC (triethylamine). Conditions: time 1 hour. Product: ClC(C(OC1=CC=C(OCCNC(C2=C(C=CC=C2F)F)=O)C=C1)(F)F)F (N-{2-[4-(2-chloro-1,1,2-trifluoroethoxy)-phenoxy]ethyl}-2,6-difluorobenzamide). RXN SMILES: O1CCCC1.[F:6][C:7]1[CH:15]=[CH:14][CH:13]=[C:12]([F:16])[C:8]=1[C:9](Cl)=[O:10].[Cl:17][CH:18]([F:33])[C:19]([F:32])([F:31])[O:20][C:21]1[CH:30]=[CH:29][C:24]([O:25][CH2:26][CH2:27][NH2:28])=[CH:23][CH:22]=1>C(N(CC)CC)C>[Cl:17][CH:18]([F:33])[C:19]([F:31])([F:32])[O:20][C:21]1[CH:30]=[CH:29][C:24]([O:25][CH2:26][CH2:27][NH:28][C:9](=[O:10])[C:8]2[C:7]([F:6])=[CH:15][CH:14]=[CH:13][C:12]=2[F:16])=[CH:23][CH:22]=1. Procedure details: A tetrahydrofuran (5 ml) solution of 2,6-difluorobenzoyl chloride (0.71 g) was added dropwise under ice-cooling and stirring to a tetrahydrofuran (20 ml) solution of 2-[4-(2-chloro-1,1,2-trifluoroethoxy)phenoxy]ethylamine (1.08 g) and triethylamine (0.40 g) and the mixture was further stirred at room temperature for one hour.